Dataset: the Open Reaction Database (ORD), a public repository of structured organic reaction records. Task: describe an organic reaction: reactants, conditions, products, and yield The reactants are BrCCBr, CC(Br)Br, CN(C)C=O, Oc1ccc2c(-c3ccccc3F)noc2c1Cl, [H-], [Na+], O. As a reaction SMILES: [Br:21][CH2:22][CH2:23][Br:24].[Br:25][CH:26]([Br:27])[CH3:28].[CH3:29][N:30]([CH3:31])[CH:32]=[O:33].[Cl:1][c:2]1[c:3]([OH:18])[cH:4][cH:5][c:6]2[c:7](-[c:11]3[c:12]([F:17])[cH:13][cH:14][cH:15][cH:16]3)[n:8][o:9][c:10]12.[H-:19].[Na+:20].[OH2:34]>>[Cl:1][c:2]1[c:3]([O:18][CH2:23][CH2:22][Br:21])[cH:4][cH:5][c:6]2[c:7](-[c:11]3[c:12]([F:17])[cH:13][cH:14][cH:15][cH:16]3)[n:8][o:9][c:10]12. The product is Fc1ccccc1-c1noc2c(Cl)c(OCCBr)ccc12. Starting materials: C(C)OC1=CC=CC(=C1CC(=O)OCC)SCC(=O)OCC (ethyl 6-ethoxy-2-(ethoxycarbonyl-methylthio)-phenylacetate), [OH-].[K+] (potassium hydroxide). Run in C(C)O (ethanol), O (water). Yields the product C(C)OC1=CC=CC(=C1CC(=O)O)SCC(=O)O (6-ethoxy-2-(carboxymethylthio)phenylacetic acid). Reaction SMILES: [CH2:1]([O:3][C:4]1[C:9]([CH2:10][C:11]([O:13]CC)=[O:12])=[C:8]([S:16][CH2:17][C:18]([O:20]CC)=[O:19])[CH:7]=[CH:6][CH:5]=1)[CH3:2].[OH-].[K+]>C(O)C.O>[CH2:1]([O:3][C:4]1[C:9]([CH2:10][C:11]([OH:13])=[O:12])=[C:8]([S:16][CH2:17][C:18]([OH:20])=[O:19])[CH:7]=[CH:6][CH:5]=1)[CH3:2] |f:1.2|. Procedure: To a solution of ethyl 6-ethoxy-2-(ethoxycarbonyl-methylthio)-phenylacetate (17.8 g) in ethanol (112 mL) is added a solution of potassium hydroxide (85%, 7.21 g) in water (28 mL). The solution is refluxed for 2 hours, is concentrated in vacuo to remove the ethanol, and is diluted with water (200 mL). Hydrochloric acid (12 N, 10.0 mL) is added. The product which originally precipitates as an oil slowly crystallizes. After crystallization is complete the solid is filtered off, air-dried for 2 hour... The reactants are FC(C(=O)O)(F)F (trifluoroacetic acid), C(C)(C)(C)OC(NCCCC(NC=1C=C2C(=NC=NC2=CC1)NC1=CC(=C(C=C1)OCC1=CC(=CC=C1)F)Cl)=O)=O ((3-{4-[3-chloro-4-(3-fluoro-benzyloxy)-phenylamino]-quinazolin-6-ylcarbamoyl}-propyl)-carbamic acid t-butylester), C([O-])(O)=O.[Na+] (sodium bicarbonate). Solvent: C(Cl)Cl (methylene chloride), C(Cl)Cl (methylene chloride). The product is NCCCC(=O)NC=1C=C2C(=NC=NC2=CC1)NC1=CC(=C(C=C1)OCC1=CC(=CC=C1)F)Cl (4-amino-N-{4-[3-chloro-4-(3-fluoro-benzyloxy)-phenylamino]-quinazolin-6-yl}-butyramide). The yield is 98.6%. As a reaction SMILES: C(OC(=O)[NH:7][CH2:8][CH2:9][CH2:10][C:11](=[O:40])[NH:12][C:13]1[CH:14]=[C:15]2[C:20](=[CH:21][CH:22]=1)[N:19]=[CH:18][N:17]=[C:16]2[NH:23][C:24]1[CH:29]=[CH:28][C:27]([O:30][CH2:31][C:32]2[CH:37]=[CH:36][CH:35]=[C:34]([F:38])[CH:33]=2)=[C:26]([Cl:39])[CH:25]=1)(C)(C)C.FC(F)(F)C(O)=O.C(=O)(O)[O-].[Na+]>C(Cl)Cl>[NH2:7][CH2:8][CH2:9][CH2:10][C:11]([NH:12][C:13]1[CH:14]=[C:15]2[C:20](=[CH:21][CH:22]=1)[N:19]=[CH:18][N:17]=[C:16]2[NH:23][C:24]1[CH:29]=[CH:28][C:27]([O:30][CH2:31][C:32]2[CH:37]=[CH:36][CH:35]=[C:34]([F:38])[CH:33]=2)=[C:26]([Cl:39])[CH:25]=1)=[O:40] |f:2.3|. Reported procedure: 0.76 g of the compound obtained in Example 86 dissolved in 22 ml of methylene chloride and 22 ml of trifluoroacetic acid was stirred at room temperature for 4 hours. The residue obtained from distillation of the reacted solution under a reduced pressure was stirred in 5 ml of methylene chloride while adding 50 ml of saturated aqueous sodium bicarbonate slowly, and filtered under a reduced pressure to obtain the title compound as solid (0.62 g, 99%). Reactants: CCOC(=O)c1sc2ccncc2c1O, CN(C)c1ccncc1, CCN(C(C)C)C(C)C, ClCCl, O=S(=O)(F)C(F)(F)C(F)(F)C(F)(F)C(F)(F)F. Yields the product CCOC(=O)c1sc2ccncc2c1OS(=O)(=O)C(F)(F)C(F)(F)C(F)(F)C(F)(F)F. Reaction SMILES: [CH2:1]([CH3:2])[O:3][C:4](=[O:5])[c:6]1[c:7]([OH:15])[c:8]2[cH:9][n:10][cH:11][cH:12][c:13]2[s:14]1.[CH3:42][N:43]([c:44]1[cH:45][cH:46][n:47][cH:48][cH:49]1)[CH3:50].[CH:16]([N:17]([CH2:18][CH3:19])[CH:20]([CH3:21])[CH3:22])([CH3:23])[CH3:24].[Cl:51][CH2:52][Cl:53].[F:25][C:26]([C:27]([C:28]([S:29](=[O:30])(=[O:31])[F:32])([F:33])[F:34])([F:35])[F:36])([C:37]([F:38])([F:39])[F:40])[F:41]>>[CH2:1]([CH3:2])[O:3][C:4](=[O:5])[c:6]1[c:7]([O:15][S:29]([C:28]([C:27]([C:26]([F:25])([C:37]([F:38])([F:39])[F:40])[F:41])([F:35])[F:36])([F:33])[F:34])(=[O:30])=[O:31])[c:8]2[cH:9][n:10][cH:11][cH:12][c:13]2[s:14]1. The reactants are CC(CCN1C=NC=C1C1=C(C=CC=C1)O)(C)C (2-(1-(3,3-dimethylbutyl)-1H-imidazol-5-yl)phenol), [H-].[Na+] (NaH), CN(C)C=O (DMF), BrCC1=CC=C(C=C1)Cl (1-(bromomethyl)-4-chlorobenzene). Run in O (water). Reaction conditions: time 10 minute. Product: ClC1=C(COC2=C(C=CC=C2)C2=CN=CN2CCC(C)(C)C)C=CC=C1 (5-(2-(2-Chlorobenzyloxy)phenyl)-1-(3,3-dimethylbutyl)-1H-imidazole). The yield is 30.0%. As a reaction SMILES: [CH3:1][C:2]([CH3:18])([CH3:17])[CH2:3][CH2:4][N:5]1[C:9]([C:10]2[CH:15]=[CH:14][CH:13]=[CH:12][C:11]=2[OH:16])=[CH:8][N:7]=[CH:6]1.[H-].[Na+].BrC[C:23]1[CH:28]=[CH:27][C:26]([Cl:29])=[CH:25][CH:24]=1.[CH3:30]N(C=O)C>O>[Cl:29][C:26]1[CH:25]=[CH:24][CH:23]=[CH:28][C:27]=1[CH2:30][O:16][C:11]1[CH:12]=[CH:13][CH:14]=[CH:15][C:10]=1[C:9]1[N:5]([CH2:4][CH2:3][C:2]([CH3:18])([CH3:17])[CH3:1])[CH:6]=[N:7][CH:8]=1 |f:1.2|. Reported procedure: To a stirred solution of 2-(1-(3,3-dimethylbutyl)-1H-imidazol-5-yl)phenol (122.0 mg, 0.5 mmol) in DMF (3 mL) at 0° C. was added NaH (36.0 mg, 0.75 mmol) portion wise. The resulting mixture was allowed to stir for 10 min and 1-(bromomethyl)-4-chlorobenzene (123.0 mg, 0.6 mmol) was added. After stirring overnight the reaction mixture was diluted with water and the aqueous phase extracted with ethyl acetate (2×10 mL). The combined organic layers were washed with water, brine, dried (Na2SO4) and con... The reactants are CC[O-].[Na+] (sodium ethylate), CC(=O)C1=CC(=C(C=C1)Cl)Cl (3,4-dichloroacetophenone), COC(C(=O)OC)=O (dimethyloxalate), ice. Solvent: C1=CC=CC=C1 (benzene), C1=CC=CC=C1 (benzene). Yields the product OC(C(=O)OC)=CC(=O)C1=CC(=C(C=C1)Cl)Cl (Methyl 2-hydroxy-4-(3',4'-dichlorophenyl)-4-oxo-2-butenoate). The yield is 87.2%. As a reaction SMILES: CC[O-].[Na+].[CH3:5][C:6]([C:8]1[CH:13]=[CH:12][C:11]([Cl:14])=[C:10]([Cl:15])[CH:9]=1)=[O:7].[CH3:16][O:17][C:18](=[O:23])[C:19](OC)=[O:20]>C1C=CC=CC=1>[OH:20][C:19](=[CH:5][C:6]([C:8]1[CH:13]=[CH:12][C:11]([Cl:14])=[C:10]([Cl:15])[CH:9]=1)=[O:7])[C:18]([O:17][CH3:16])=[O:23] |f:0.1|. Reported procedure: To a well stirred suspension of freshly prepared sodium ethylate (820 mg, 12 mmol) in dry benzene (10 mL), 3,4-dichloroacetophenone (1.89 g, 10 mmol) and dimethyloxalate (1.18 g, 10 mmol) dissolved in dry benzene (20 mL), were added dropwise on cooling at +5° C., and under dry nitrogen atmosphere. The resulting dark red suspension was stirred at room temperature over 4 hours. The reaction mixture was then poured into ice/2N HCl (1:1 w/w), stirred for 5 minutes and extracted with ethyl acetate. T... The reactants are C[N+](C)(C)CC(CC(=O)[O-])O (carnitine chloride), C(C)(=O)Cl (acetyl chloride). The solvent is C(C)(=O)O (acetic acid). Conditions: temperature 50 celsius, time 48 hour. Product: C(C)(=O)C(O)(C[N+](C)(C)C)CC([O-])=O.[Cl-] (acetyl carnitine chloride). Reaction SMILES: [CH3:1][N+:2]([CH2:5][CH:6]([OH:11])[CH2:7][C:8]([O-:10])=[O:9])([CH3:4])[CH3:3].[C:12]([Cl:15])(=[O:14])[CH3:13]>C(O)(=O)C>[C:12]([C:6]([CH2:7][C:8](=[O:10])[O-:9])([CH2:5][N+:2]([CH3:3])([CH3:4])[CH3:1])[OH:11])(=[O:14])[CH3:13].[Cl-:15] |f:3.4|. Procedure: 2 grams of carnitine chloride were dissolved in 20 ml of glacial acetic acid, and acetyl chloride (10 ml) was added thereto. The reaction mixture was kept at room temperature for 48 hours. The excess of acetyl chloride and the solvent were removed under vacuum, by heating on a water bath at 50° C. The residue was crystallized from isopropanol-ethyl ether, and a pure product was thus obtained. Starting materials: C(C)[C@@H]1CC[C@H](CC1)[C@@H]1CC[C@H](CC1)C1=CC=C(C(=O)O)C=C1 (4-(trans-4-(trans-4-ethylcyclohexyl)cyclohexyl)benzoic acid), FC=1C=C(C=C(C1CF)F)O (3,5-difluoro-4-fluoromethylphenol), C1CCC(CC1)N=C=NC2CCCCC2 (DCC). Reagents/catalysts: CN(C)C=1C=CN=CC1 (DMAP). Run in ClCCl (dichoromethane), ClCCl (dichloromethane). Conditions: time 12 hour. The product is C(C)[C@@H]1CC[C@H](CC1)[C@@H]1CC[C@H](CC1)C1=CC=C(C(=O)OC2=CC(=C(C(=C2)F)CF)F)C=C1 (3,5-difluoro-4-fluoromethylphenyl 4-(trans-4-(trans-4-ethylcyclohexyl) cyclohexyl)benzoate). Yield: 95.4%. As a reaction SMILES: [CH2:1]([C@H:3]1[CH2:8][CH2:7][C@H:6]([C@H:9]2[CH2:14][CH2:13][C@H:12]([C:15]3[CH:23]=[CH:22][C:18]([C:19]([OH:21])=[O:20])=[CH:17][CH:16]=3)[CH2:11][CH2:10]2)[CH2:5][CH2:4]1)[CH3:2].[F:24][C:25]1[CH:26]=[C:27](O)[CH:28]=[C:29]([F:33])[C:30]=1[CH2:31][F:32].C1CCC(N=C=NC2CCCCC2)CC1>CN(C1C=CN=CC=1)C.ClCCl>[CH2:1]([C@H:3]1[CH2:8][CH2:7][C@H:6]([C@H:9]2[CH2:10][CH2:11][C@H:12]([C:15]3[CH:23]=[CH:22][C:18]([C:19]([O:21][C:27]4[CH:26]=[C:25]([F:24])[C:30]([CH2:31][F:32])=[C:29]([F:33])[CH:28]=4)=[O:20])=[CH:17][CH:16]=3)[CH2:13][CH2:14]2)[CH2:5][CH2:4]1)[CH3:2]. Procedure: First, 1.5 g (4.8 mmol) of 4-(trans-4-(trans-4-ethylcyclohexyl)cyclohexyl)benzoic acid, 0.8 g (4.8 mmol) of 3,5-difluoro-4-fluoromethylphenol, 0.2 g (1.4 mmol) of DMAP, and 25 ml of dichloromethane were mixed. To this mixture was added dropwise 5 ml of dichoromethane solution containing 1.2 g (5.7 mmol) of DCC at room temperature in 5 minutes, and reacted as they were while stirring for 12 hours. The crystal thus precipitated were filtered off. Toluene in an amount of 30 ml was added to the filt...